This data is from the Open Reaction Database (ORD), a public repository of structured organic reaction records. The task is: describe an organic reaction: reactants, conditions, products, and yield Reactants: CS(C)=O, CCOC(=O)N=C=S, Cc1cc(NC(=O)c2cc(C)nn2C)cc(Oc2ccc(N)nc2)c1, O. Yields the product CCOC(=O)NC(=S)Nc1ccc(Oc2cc(C)cc(NC(=O)c3cc(C)nn3C)c2)cn1. As a reaction SMILES: [CH3:34][S:35]([CH3:36])=[O:37].[N:26](=[C:27]=[S:28])[C:29](=[O:30])[O:31][CH2:32][CH3:33].[NH2:1][c:2]1[cH:3][cH:4][c:5]([O:8][c:9]2[cH:10][c:11]([NH:16][C:17](=[O:18])[c:19]3[cH:20][c:21]([CH3:25])[n:22][n:23]3[CH3:24])[cH:12][c:13]([CH3:15])[cH:14]2)[cH:6][n:7]1.[OH2:38]>>[NH:1]([c:2]1[cH:3][cH:4][c:5]([O:8][c:9]2[cH:10][c:11]([NH:16][C:17](=[O:18])[c:19]3[cH:20][c:21]([CH3:25])[n:22][n:23]3[CH3:24])[cH:12][c:13]([CH3:15])[cH:14]2)[cH:6][n:7]1)[C:27]([NH:26][C:29](=[O:30])[O:31][CH2:32][CH3:33])=[S:28]. Reactants: ClC=1C=CC2=C(C=3SC(=CC3CCO2)C=2N(N=CN2)C2=C(C=C(C=C2)F)F)N1 (9-Chloro-2-[2-(2,4-difluoro-phenyl)-2H-[1,2,4]triazol-3-yl]-4,5-dihydro-6-oxa-1-thia-10-aza-benzo[e]azulene), C[C@@H]1N[C@@H](CNC1)C ((2S,6R)-2,6-dimethylpiperazine), CC(C)(C)[O-].[Na+] (tBuONa), C(CCC)N1P2N(CCN(CC1)CCN2CCCC)CCCC (2,8,9-tributyl-2,5,8,9-tetraaza-1-phosphabicyclo[3.3.3]undecane). The reagents and catalysts are CC(=O)[O-].CC(=O)[O-].[Pd+2] (Pd(OAc)2). Conditions: temperature 120 celsius, time 1 hour. Product: FC1=C(C=CC(=C1)F)N1N=CN=C1C1=CC=2CCOC3=C(C2S1)N=C(C=C3)N3C[C@H](N[C@H](C3)C)C (2-[2-(2,4-Difluoro-phenyl)-2H-[1,2,4]triazol-3-yl]-9-((3R,5S)-3,5-dimethyl-piperazin-1-yl)-4,5-dihydro-6-oxa-1-thia-10-aza-benzo[e]azulene). Isolated yield 61.8%. RXN SMILES: Cl[C:2]1[CH:3]=[CH:4][C:5]2[O:14][CH2:13][CH2:12][C:11]3[CH:10]=[C:9]([C:15]4[N:16]([C:20]5[CH:25]=[CH:24][C:23]([F:26])=[CH:22][C:21]=5[F:27])[N:17]=[CH:18][N:19]=4)[S:8][C:7]=3[C:6]=2[N:28]=1.[CH3:29][C@H:30]1[CH2:35][NH:34][CH2:33][C@@H:32]([CH3:36])[NH:31]1.CC([O-])(C)C.[Na+].C(N1CCN2CCN(CCCC)P1N(CCCC)CC2)CCC>CC([O-])=O.CC([O-])=O.[Pd+2]>[F:27][C:21]1[CH:22]=[C:23]([F:26])[CH:24]=[CH:25][C:20]=1[N:16]1[C:15]([C:9]2[S:8][C:7]3[C:6]4[N:28]=[C:2]([N:34]5[CH2:33][C@H:32]([CH3:36])[NH:31][C@H:30]([CH3:29])[CH2:35]5)[CH:3]=[CH:4][C:5]=4[O:14][CH2:13][CH2:12][C:11]=3[CH:10]=2)=[N:19][CH:18]=[N:17]1 |f:2.3,5.6.7|. Procedure: A mixture of 9-Chloro-2-[2-(2,4-difluoro-phenyl)-2H-[1,2,4]triazol-3-yl]-4,5-dihydro-6-oxa-1-thia-10-aza-benzo[e]azulene (300 mg, 0.72 mmol), (2S,6R)-2,6-dimethylpiperazine (164 mg, 1.44 mmol), tBuONa (47 mg, 0.48 mmol), Pd(OAc)2 (49 mg, 0.3 mmol) and 2,8,9-tributyl-2,5,8,9-tetraaza-1-phosphabicyclo[3.3.3]undecane (99 mg, 0.29 mmol), in dioxane (2 mL) was bubbled N2 for 10 min and then stirred at 120° C. for 1 h under the irradition of microwave. The mixture was filtered by celite. The filtrate ... Reactants: C(C)N1CC(CCC1)O (N-ethyl-3-hydroxypiperidine), [OH-].[Na+] (NaOH), ClC1=NC(=NC(=N1)NC1=CC(=C(C=C1)OC)Cl)NC1CCCCCC1 (6-Chloro-N-(3-chloro-4-methoxy-phenyl)-N′-cycloheptyl-[1,3,5]triazine-2,4-diamine). The solvent is C1=CC=CC=C1 (benzene). Reaction conditions: temperature 25 celsius. Product: ClC=1C=C(C=CC1OC)NC1=NC(=NC(=N1)NC1CCCCCC1)OC1CN(CCC1)CC (N-(3-chloro-4-methoxyphenyl)-N′-cycloheptyl-6-(1-ethylpiperidin-3-yloxy)-[1,3,5]triazine-2,4-diamine), solid. Isolated yield 81.0%. As a reaction SMILES: [CH2:1]([N:3]1[CH2:8][CH2:7][CH2:6][CH:5]([OH:9])[CH2:4]1)[CH3:2].[OH-].[Na+].Cl[C:13]1[N:18]=[C:17]([NH:19][C:20]2[CH:25]=[CH:24][C:23]([O:26][CH3:27])=[C:22]([Cl:28])[CH:21]=2)[N:16]=[C:15]([NH:29][CH:30]2[CH2:36][CH2:35][CH2:34][CH2:33][CH2:32][CH2:31]2)[N:14]=1>C1C=CC=CC=1>[Cl:28][C:22]1[CH:21]=[C:20]([NH:19][C:17]2[N:16]=[C:15]([NH:29][CH:30]3[CH2:31][CH2:32][CH2:33][CH2:34][CH2:35][CH2:36]3)[N:14]=[C:13]([O:9][CH:5]3[CH2:6][CH2:7][CH2:8][N:3]([CH2:1][CH3:2])[CH2:4]3)[N:18]=2)[CH:25]=[CH:24][C:23]=1[O:26][CH3:27] |f:1.2|. Procedure: A mixture of N-ethyl-3-hydroxypiperidine (0.3 g, 2.3 mmol) and NaOH (94 mg, 2.3 mmol) in benzene (10 ml) was heated to reflux for 2 hr with stirring under nitrogen atmosphere and then cooled to 25° C. followed by the addition of compound 133 (0.3 g, 0.78 mmol) at same temperature. The mixture was heated to reflux for 12 hrs., concentrated under vacuum and diluted with water (10 ml). The solid precipitated was filtered off and washed with petroleum ether to afford the title compound as a off whit... The reactants are C(C1=CC=CC=C1)(=O)C=1C=NC=CC1 (3-Benzoyl pyridine), BrCC=C (1-bromo-2-propene). Yields the product [Br-].C(C=C)[N+]1=CC(=CC=C1)C(C1=CC=CC=C1)=O (1-(2-propenyl)-3-benzoyl pyridinium bromide). RXN SMILES: [C:1]([C:9]1[CH:10]=[N:11][CH:12]=[CH:13][CH:14]=1)(=[O:8])[C:2]1[CH:7]=[CH:6][CH:5]=[CH:4][CH:3]=1.[Br:15][CH2:16][CH:17]=[CH2:18]>>[Br-:15].[CH2:18]([N+:11]1[CH:12]=[CH:13][CH:14]=[C:9]([C:1](=[O:8])[C:2]2[CH:3]=[CH:4][CH:5]=[CH:6][CH:7]=2)[CH:10]=1)[CH:17]=[CH2:16] |f:2.3|. Procedure details: 3-Benzoyl pyridine was reacted with 1-bromo-2-propene according to the procedure of Part a) of Example 4 to give 1-(2-propenyl)-3-benzoyl pyridinium bromide as a tan coloured crystalline solid. The reactants are Cc1cc(-c2cc(C(F)(F)F)[nH]c(=O)n2)ccc1Cl, O=P(Cl)(Cl)Cl. The product is Cc1cc(-c2cc(C(F)(F)F)nc(Cl)n2)ccc1Cl. Reaction SMILES: [Cl:1][c:2]1[c:3]([CH3:19])[cH:4][c:5](-[c:8]2[n:9][c:10](=[O:18])[nH:11][c:12]([C:14]([F:15])([F:16])[F:17])[cH:13]2)[cH:6][cH:7]1.[P:20]([Cl:21])([Cl:22])([Cl:23])=[O:24]>>[Cl:1][c:2]1[c:3]([CH3:19])[cH:4][c:5](-[c:8]2[n:9][c:10]([Cl:22])[n:11][c:12]([C:14]([F:15])([F:16])[F:17])[cH:13]2)[cH:6][cH:7]1. Yields the product C(#N)C1=C(NC=2C=C3C(C(=O)NC3=O)=CC2NC2=C(C=CC=C2)C#N)C=CC=C1 (4,5-Bis(2-cyanoanilino)phthalimide). Reaction SMILES: I[C:2]1[CH:27]=[CH:26][CH:25]=[CH:24][C:3]=1[NH:4][C:5]1[CH:6]=[C:7]2[C:12](=[O:13])[NH:11][C:9](=[O:10])[C:8]2=[CH:14][C:15]=1[NH:16][C:17]1[CH:22]=[CH:21][CH:20]=[CH:19][C:18]=1I.[Cu][C:29]#[N:30].[CH3:31][N:32](C=O)C>C(OCC)(=O)C.O.Cl.[Fe](Cl)(Cl)Cl>[C:31]([C:2]1[CH:27]=[CH:26][CH:25]=[CH:24][C:3]=1[NH:4][C:5]1[CH:6]=[C:7]2[C:12](=[O:13])[NH:11][C:9](=[O:10])[C:8]2=[CH:14][C:15]=1[NH:16][C:17]1[CH:22]=[CH:21][CH:20]=[CH:19][C:18]=1[C:29]#[N:30])#[N:32]. Reagents/catalysts: [Fe](Cl)(Cl)Cl (iron(III) chloride). Conditions: temperature 80 celsius, time 30 minute. Reported procedure: A solution of 581 mg (1 mmol) of 4,5-bis(2-iodoanilino)phthalimide and 197 mg (2.2 mmol) of copper(I) cyanide in DMF is stirred for 6 hours at 130°-140° C., the dark-brown solution changing into a dark-yellow suspension. The reaction mixture is cooled to 80° C. and diluted with 8 ml ethyl acetate. After further cooling to 60°-70° C., a solution of 467 mg (2.88 mmol) of iron(III) chloride in 1.6 ml of water and 300 μl of concentrated hydrochloric acid is added dropwise and the mixture is stirred ... Solvent: O (water), C(C)(=O)OCC (ethyl acetate), O (water), Cl (hydrochloric acid). Reactants: IC1=C(NC=2C=C3C(C(=O)NC3=O)=CC2NC2=C(C=CC=C2)I)C=CC=C1 (4,5-bis(2-iodoanilino)phthalimide), [Cu]C#N (copper(I) cyanide), CN(C)C=O (DMF). The reactants are P(=O)(OP(=O)(Cl)Cl)(Cl)Cl (diphosphoryl chloride), [N+](=O)([O-])C1=C2C=CNC2=CC=C1 (4-nitroindole), O=C(C(=O)OC)N1CCCC1 (methyl oxo-pyrrolidin-1-yl-acetate), C(O)([O-])=O.[Na+] (sodium hydrogen carbonate). The solvent is CO (MeOH). The product is [N+](=O)([O-])C1=C2C(=CNC2=CC=C1)C(C(=O)OC)=O (methyl (4-nitro-1H-indol-3-yl)-oxo-acetate). Reaction SMILES: P(Cl)(Cl)(OP(Cl)(Cl)=O)=O.[N+:10]([C:13]1[CH:21]=[CH:20][CH:19]=[C:18]2[C:14]=1[CH:15]=[CH:16][NH:17]2)([O-:12])=[O:11].[O:22]=[C:23](N1CCCC1)[C:24]([O:26][CH3:27])=[O:25].C(=O)([O-])O.[Na+]>CO>[N+:10]([C:13]1[CH:21]=[CH:20][CH:19]=[C:18]2[C:14]=1[C:15]([C:23](=[O:22])[C:24]([O:26][CH3:27])=[O:25])=[CH:16][NH:17]2)([O-:12])=[O:11] |f:3.4|. Procedure details: 9.4 mL (68 mmol) diphosphoryl chloride were slowly added dropwise to 10 g (62 mmol) 4-nitroindole and 11 g (68 mmol) methyl oxo-pyrrolidin-1-yl-acetate with stirring and while cooling with ice. The reaction mixture was heated to RT and stirred for 3 h at RT. Then first of all 10 mL MeOH were added dropwise at 0° C. and then saturated sodium hydrogen carbonate solution was added dropwise at 0° C. After repeated extraction with DCM the organic phase was dried and evaporated down to 100 mL. This re...